This data is from the Open Reaction Database (ORD), a public repository of structured organic reaction records. The task is: describe an organic reaction: reactants, conditions, products, and yield The reactants are O=C([O-])[O-], CS(C)=O, Cl, COC(=O)CS(=O)(=O)CCC(F)(F)F, [K+], [K+], COC(CCOS(=O)(=O)c1ccc(C)cc1)C(F)(F)F. Yields the product COC(=O)C(CCC(OC)C(F)(F)F)S(=O)(=O)CCC(F)(F)F. Reaction SMILES: [C:35](=[O:36])([O-:37])[O-:38].[CH3:42][S:43](=[O:44])[CH3:45].[ClH:41].[F:21][C:22]([CH2:23][CH2:24][S:25](=[O:26])(=[O:27])[CH2:28][C:29](=[O:30])[O:31][CH3:32])([F:33])[F:34].[K+:39].[K+:40].[c:1]1([CH3:2])[cH:3][cH:4][c:5]([S:6]([O:7][CH2:11][CH2:12][CH:13]([C:14]([F:15])([F:16])[F:17])[O:18][CH3:19])(=[O:8])=[O:9])[cH:10][cH:20]1>>[CH2:11]([CH2:12][CH:13]([C:14]([F:15])([F:16])[F:17])[O:18][CH3:19])[CH:28]([S:25]([CH2:24][CH2:23][C:22]([F:21])([F:33])[F:34])(=[O:26])=[O:27])[C:29](=[O:30])[O:31][CH3:32]. Reactants: ClC1=CC2=C(OC3=C(O2)C=C(C(=C3)Cl)Cl)C=C1Cl (TCDD), ClC1=C(C=C(C(=C1)Cl)Cl)O (2,4,5-trichlorophenol), ClCC(=O)O (monochloroacetic acid). Product: ClC1=C(OCC(=O)O)C=C(C(=C1)Cl)Cl (2,4,5-trichlorophenoxyacetic acid). Reaction SMILES: ClC1C(Cl)=CC2OC3C=C(Cl)C(Cl)=CC=3OC=2C=1.[Cl:19][C:20]1[CH:25]=[C:24]([Cl:26])[C:23]([Cl:27])=[CH:22][C:21]=1[OH:28].Cl[CH2:30][C:31]([OH:33])=[O:32]>>[Cl:19][C:20]1[CH:25]=[C:24]([Cl:26])[C:23]([Cl:27])=[CH:22][C:21]=1[O:28][CH2:30][C:31]([OH:33])=[O:32]. Reported procedure: The above objects have been achieved by the synthesis of 2,4,5-trichlorophenoxyacetic acid and its intermediate, 2,4,5-trichlorophenol, which are free from contamination with 2,3,7,8-tetrachloro-dibenzo-p-dioxin (TCDD). The synthesis involves the nitration of 1,2,4-trichlorobenzene to form 1,2,4-trichloro-5-nitrobenzene, which is reduced (usually with hydrogen) to produce 2,4,5-trichloroaniline. The 2,4,5-trichloroaniline is reacted with sulfuric acid and a nitrite to form 2,4,5-trichlorobenzene... The reactants are CCOCC, CO, O=C[O-], Cl, O=[N+]([O-])c1ccc(N2CCCC2)nc1, [NH4+], [OH-], [OH-], [Pd+2]. The product is Nc1ccc(N2CCCC2)nc1. RXN SMILES: [CH3:20][CH2:21][O:22][CH2:23][CH3:24].[CH3:25][OH:26].[CH:15]([O-:16])=[O:17].[ClH:19].[N+:1]([O-:2])(=[O:3])[c:4]1[cH:5][cH:6][c:7]([N:10]2[CH2:11][CH2:12][CH2:13][CH2:14]2)[n:8][cH:9]1.[NH4+:18].[OH-:27].[OH-:29].[Pd+2:28]>>[NH2:1][c:4]1[cH:5][cH:6][c:7]([N:10]2[CH2:11][CH2:12][CH2:13][CH2:14]2)[n:8][cH:9]1. Starting materials: [Al+3], COc1ccc2ccccc2c1CCCCN1CCN(C(=O)C(c2ccc(F)cc2)C2CCN(C(C)C)CC2)CC1, [H-], [H-], [H-], [H-], [Li+], N, C1CCOC1. Yields the product COc1ccc2ccccc2c1CCCCN1CCN(CC(c2ccc(F)cc2)C2CCN(C(C)C)CC2)CC1. Reaction SMILES: [Al+3:43].[CH:1]([CH3:2])([CH3:3])[N:4]1[CH2:5][CH2:6][CH:7]([CH:10]([C:11](=[O:12])[N:13]2[CH2:14][CH2:15][N:16]([CH2:19][CH2:20][CH2:21][CH2:22][c:23]3[c:24]([O:33][CH3:34])[cH:25][cH:26][c:27]4[cH:28][cH:29][cH:30][cH:31][c:32]34)[CH2:17][CH2:18]2)[c:35]2[cH:36][cH:37][c:38]([F:41])[cH:39][cH:40]2)[CH2:8][CH2:9]1.[H-:42].[H-:45].[H-:46].[H-:47].[Li+:44].[NH3:53].[O:48]1[CH2:49][CH2:50][CH2:51][CH2:52]1>>[CH:1]([CH3:2])([CH3:3])[N:4]1[CH2:5][CH2:6][CH:7]([CH:10]([CH2:11][N:13]2[CH2:14][CH2:15][N:16]([CH2:19][CH2:20][CH2:21][CH2:22][c:23]3[c:24]([O:33][CH3:34])[cH:25][cH:26][c:27]4[cH:28][cH:29][cH:30][cH:31][c:32]34)[CH2:17][CH2:18]2)[c:35]2[cH:36][cH:37][c:38]([F:41])[cH:39][cH:40]2)[CH2:8][CH2:9]1. Reactants: O=c1[nH]c(-c2ccccc2C(F)(F)F)cc2ccc(Br)cc12, CC(=O)[O-], CO, CN, CN(C)C=O, [Cs+], I[Cu]I, O. Yields the product CNc1ccc2cc(-c3ccccc3C(F)(F)F)[nH]c(=O)c2c1. As a reaction SMILES: [Br:1][c:2]1[cH:3][cH:4][c:5]2[cH:6][c:7](-[c:13]3[c:14]([C:19]([F:20])([F:21])[F:22])[cH:15][cH:16][cH:17][cH:18]3)[nH:8][c:9](=[O:12])[c:10]2[cH:11]1.[C:23]([O-:24])(=[O:25])[CH3:26].[CH3:28][OH:29].[CH3:30][NH2:31].[CH3:33][N:34]([CH3:35])[CH:36]=[O:37].[Cs+:27].[Cu:38]([I:39])[I:40].[OH2:32]>>[c:2]1([NH:31][CH3:30])[cH:3][cH:4][c:5]2[cH:6][c:7](-[c:13]3[c:14]([C:19]([F:20])([F:21])[F:22])[cH:15][cH:16][cH:17][cH:18]3)[nH:8][c:9](=[O:12])[c:10]2[cH:11]1. Yields the product COc1cc2c(Oc3ccc4c(c3)OCCN4)ccnc2cc1OCc1ccccc1. Reaction SMILES: [C:13](=[O:14])([O-:15])[O-:16].[CH2:19]([c:20]1[cH:21][cH:22][cH:23][cH:24][cH:25]1)[O:26][c:27]1[c:28]([O:38][CH3:39])[cH:29][c:30]2[c:31]([Cl:37])[cH:32][cH:33][n:34][c:35]2[cH:36]1.[ClH:1].[Cs+:17].[Cs+:18].[O:2]1[c:3]2[c:4]([cH:8][cH:9][c:10]([OH:12])[cH:11]2)[NH:5][CH2:6][CH2:7]1.[O:40]=[CH:41][N:42]([CH3:43])[CH3:44]>>[O:2]1[c:3]2[c:4]([cH:8][cH:9][c:10]([O:12][c:31]3[c:30]4[cH:29][c:28]([O:38][CH3:39])[c:27]([O:26][CH2:19][c:20]5[cH:21][cH:22][cH:23][cH:24][cH:25]5)[cH:36][c:35]4[n:34][cH:33][cH:32]3)[cH:11]2)[NH:5][CH2:6][CH2:7]1. The reactants are O=C([O-])[O-], COc1cc2c(Cl)ccnc2cc1OCc1ccccc1, Cl, [Cs+], [Cs+], Oc1ccc2c(c1)OCCN2, CN(C)C=O.